From a dataset of the Open Reaction Database (ORD), a public repository of structured organic reaction records. describe an organic reaction: reactants, conditions, products, and yield The reactants are O=CCc1ccccc1, Cl, ClC(Cl)(Cl)Cl, ClCl, Cl, CN(C)C=O. Product: O=CC(Cl)(Cl)c1ccccc1. Reaction SMILES: [CH:9](=[O:10])[CH2:11][c:12]1[cH:13][cH:14][cH:15][cH:16][cH:17]1.[Cl:18].[Cl:19][C:20]([Cl:21])([Cl:22])[Cl:23].[Cl:7][Cl:8].[ClH:6].[O:1]=[CH:2][N:3]([CH3:4])[CH3:5]>>[Cl:6][C:11]([Cl:7])([CH:9]=[O:10])[c:12]1[cH:13][cH:14][cH:15][cH:16][cH:17]1. Reactants: ClCCl, Cc1ccc([N+](=O)[O-])cc1N, COc1ccc(C(=O)Cl)cc1OC, c1ccncc1. Yields the product COc1ccc(C(=O)Nc2cc([N+](=O)[O-])ccc2C)cc1OC. RXN SMILES: [CH2:31]([Cl:32])[Cl:33].[CH3:14][c:15]1[c:16]([NH2:17])[cH:18][c:19]([N+:22](=[O:23])[O-:24])[cH:20][cH:21]1.[CH3:1][O:2][c:3]1[cH:4][c:5]([C:6](=[O:7])[Cl:8])[cH:9][cH:10][c:11]1[O:12][CH3:13].[cH:25]1[cH:26][cH:27][n:28][cH:29][cH:30]1>>[CH3:1][O:2][c:3]1[cH:4][c:5]([C:6](=[O:7])[NH:17][c:16]2[c:15]([CH3:14])[cH:21][cH:20][c:19]([N+:22](=[O:23])[O-:24])[cH:18]2)[cH:9][cH:10][c:11]1[O:12][CH3:13]. Reactants: CSC1=NC=C(C(N1)=O)CCCC1=CC=CC=C1 (2-(methylthio)-5-(3-phenylpropyl)-4(3H)-pyrimidinone), N1(CCCCC1)CC=1C=C(OCCCN)C=CC1 (3-[3-[(1-piperidinyl)methyl]phenoxy]propanamine). As a reaction SMILES: CS[C:3]1[NH:8][C:7](=[O:9])[C:6]([CH2:10][CH2:11][CH2:12][C:13]2[CH:18]=[CH:17][CH:16]=[CH:15][CH:14]=2)=[CH:5][N:4]=1.[N:19]1([CH2:25][C:26]2[CH:27]=[C:28]([CH:34]=[CH:35][CH:36]=2)[O:29][CH2:30][CH2:31][CH2:32][NH2:33])[CH2:24][CH2:23][CH2:22][CH2:21][CH2:20]1>>[C:13]1([CH2:12][CH2:11][CH2:10][C:6]2[C:7](=[O:9])[NH:8][C:3]([NH:33][CH2:32][CH2:31][CH2:30][O:29][C:28]3[CH:34]=[CH:35][CH:36]=[C:26]([CH2:25][N:19]4[CH2:24][CH2:23][CH2:22][CH2:21][CH2:20]4)[CH:27]=3)=[N:4][CH:5]=2)[CH:18]=[CH:17][CH:16]=[CH:15][CH:14]=1. Yields the product C1(=CC=CC=C1)CCCC=1C(NC(=NC1)NCCCOC1=CC(=CC=C1)CN1CCCCC1)=O (5-(3-Phenylpropyl)-2-[[3-[3-[(1-piperidinyl) methyl]phenoxy]propyl]amino]-4(3H)-pyrimidinone). Reported procedure: A mixture of 2-(methylthio)-5-(3-phenylpropyl)-4(3H)-pyrimidinone (0.52 g) and 3-[3-[(1-piperidinyl)methyl]phenoxy]propanamine (1.056 g) was heated at 140° for 4 h. The residue was chromatographed (silica/methanol-ethyl acetate 1:1) and the oily product titrated with light petroleum (b.p. 60°-80°) to give the title compound (0.18 g), m.p. 104°-108°. The yield is 19.6%. Starting materials: S(=O)(Cl)Cl (Thionyl chloride), O1C(=CC2=C1C=CC=C2)C(=O)O (benzofuran-2-carboxylic acid). The solvent is C1=CC=CC=C1 (benzene). Yields the product O1C(=CC2=C1C=CC=C2)C(=O)Cl (benzofuran-2-carbonyl chloride). RXN SMILES: S(Cl)([Cl:3])=O.[O:5]1[C:9]2[CH:10]=[CH:11][CH:12]=[CH:13][C:8]=2[CH:7]=[C:6]1[C:14]([OH:16])=O>C1C=CC=CC=1>[O:5]1[C:9]2[CH:10]=[CH:11][CH:12]=[CH:13][C:8]=2[CH:7]=[C:6]1[C:14]([Cl:3])=[O:16]. Reported procedure: Thionyl chloride (12.5 ml) was added to a suspension of benzofuran-2-carboxylic acid (20 g) in anhydrous benzene (250 ml). The mixture was refluxed for 3 hours, then allowed to cool down to room temperature. Removal of the volatiles left the desired acid chloride (21.8 g, 98%).